This data is from the Open Reaction Database (ORD), a public repository of structured organic reaction records. The task is: describe an organic reaction: reactants, conditions, products, and yield Starting materials: CCOC(=O)c1ccc2c(c1)CC(C)(C)C(c1cccc(-c3ccc(Cl)cc3)c1)N2, CO, Cl, [Na+], C1CCOC1, [OH-], O. The product is CC1(C)Cc2cc(C(=O)O)ccc2NC1c1cccc(-c2ccc(Cl)cc2)c1. Reaction SMILES: [CH2:1]([CH3:2])[O:3][C:4](=[O:5])[c:6]1[cH:7][c:8]2[c:13]([cH:14][cH:15]1)[NH:12][CH:11]([c:16]1[cH:17][c:18](-[c:22]3[cH:23][cH:24][c:25]([Cl:28])[cH:26][cH:27]3)[cH:19][cH:20][cH:21]1)[C:10]([CH3:29])([CH3:30])[CH2:9]2.[CH3:34][OH:35].[ClH:33].[Na+:32].[O:36]1[CH2:37][CH2:38][CH2:39][CH2:40]1.[OH-:31].[OH2:41]>>[O:3]=[C:4]([OH:5])[c:6]1[cH:7][c:8]2[c:13]([cH:14][cH:15]1)[NH:12][CH:11]([c:16]1[cH:17][c:18](-[c:22]3[cH:23][cH:24][c:25]([Cl:28])[cH:26][cH:27]3)[cH:19][cH:20][cH:21]1)[C:10]([CH3:29])([CH3:30])[CH2:9]2.